This data is from the Open Reaction Database (ORD), a public repository of structured organic reaction records. The task is: describe an organic reaction: reactants, conditions, products, and yield Reactants: O=C([O-])[O-], CCI, Cc1ccc(-n2ccc3c(Cl)n[nH]c(=O)c32)c(C)c1, [K+], [K+], CN(C)C=O, O. Product: CCn1nc(Cl)c2ccn(-c3ccc(C)cc3C)c2c1=O. As a reaction SMILES: [C:23](=[O:24])([O-:25])[O-:26].[CH2:20]([CH3:21])[I:22].[Cl:1][c:2]1[c:3]2[c:4]([c:5](=[O:8])[nH:6][n:7]1)[n:9](-[c:12]1[c:13]([CH3:19])[cH:14][c:15]([CH3:18])[cH:16][cH:17]1)[cH:10][cH:11]2.[K+:27].[K+:28].[O:29]=[CH:30][N:31]([CH3:32])[CH3:33].[OH2:34]>>[Cl:1][c:2]1[c:3]2[c:4]([c:5](=[O:8])[n:6]([CH2:20][CH3:21])[n:7]1)[n:9](-[c:12]1[c:13]([CH3:19])[cH:14][c:15]([CH3:18])[cH:16][cH:17]1)[cH:10][cH:11]2. Starting materials: CNc1ccc(OCc2ccccc2)cc1F, CN(C)C=O, CCOC(C)=O, O=C=Nc1ccc(F)cc1, [H-], [Na+], O. The product is CN(C(=O)Nc1ccc(F)cc1)c1ccc(OCc2ccccc2)cc1F. RXN SMILES: [CH3:1][NH:2][c:3]1[c:4]([F:17])[cH:5][c:6]([O:9][CH2:10][c:11]2[cH:12][cH:13][cH:14][cH:15][cH:16]2)[cH:7][cH:8]1.[CH3:31][N:32]([CH3:33])[CH:34]=[O:35].[CH3:36][CH2:37][O:38][C:39](=[O:40])[CH3:41].[F:20][c:21]1[cH:22][cH:23][c:24]([N:27]=[C:28]=[O:29])[cH:25][cH:26]1.[H-:18].[Na+:19].[OH2:30]>>[CH3:1][N:2]([c:3]1[c:4]([F:17])[cH:5][c:6]([O:9][CH2:10][c:11]2[cH:12][cH:13][cH:14][cH:15][cH:16]2)[cH:7][cH:8]1)[C:28]([NH:27][c:24]1[cH:23][cH:22][c:21]([F:20])[cH:26][cH:25]1)=[O:29]. The reactants are CCOc1ccc(C(CCCc2cccc(Oc3ccccc3)c2)C(F)(F)F)cc1, CCOc1ccc(C(=C(CC)c2cccc(Oc3ccccc3)c2)C(F)(F)F)cc1, CCO, [H][H]. Yields the product CCOc1ccc(C(C(CC)c2cccc(Oc3ccccc3)c2)C(F)(F)F)cc1. Reaction SMILES: [CH2:1]([O:2][c:3]1[cH:4][cH:5][c:6]([CH:7]([CH2:8][CH2:9][CH2:10][c:11]2[cH:12][cH:13][cH:14][c:15]([O:16][c:17]3[cH:18][cH:19][cH:20][cH:21][cH:22]3)[cH:23]2)[C:24]([F:25])([F:26])[F:27])[cH:28][cH:29]1)[CH3:30].[CH2:31]([CH3:32])[O:33][c:34]1[cH:35][cH:36][c:37]([C:40]([C:41]([F:42])([F:43])[F:44])=[C:45]([CH2:46][CH3:47])[c:48]2[cH:49][c:50]([O:54][c:55]3[cH:56][cH:57][cH:58][cH:59][cH:60]3)[cH:51][cH:52][cH:53]2)[cH:38][cH:39]1.[CH3:63][CH2:64][OH:65].[H:61][H:62]>>[CH2:31]([CH3:32])[O:33][c:34]1[cH:35][cH:36][c:37]([CH:40]([C:41]([F:42])([F:43])[F:44])[CH:45]([CH2:46][CH3:47])[c:48]2[cH:49][c:50]([O:54][c:55]3[cH:56][cH:57][cH:58][cH:59][cH:60]3)[cH:51][cH:52][cH:53]2)[cH:38][cH:39]1. Starting materials: C([O-])([O-])=O.[K+].[K+] (potassium carbonate), BrCCCC (bromobutane), O (water), FC1=C(C(=C(C=C1F)F)F)O (2,3,5,6-tetrafluorophenol). Reagents/catalysts: [Br-].C(CCC)[N+](CCCC)(CCCC)CCCC (tetrabutylammonium bromide). The solvent is C(C)C(=O)C (MEK), C(C)C(=O)C (methyl ethyl ketone). Product: C(CCC)OC1=C(C(=CC(=C1F)F)F)F (4-butoxy-2,3,5,6-tetrafluorobenzene). Yield: 91.3%. RXN SMILES: [F:1][C:2]1[C:7]([F:8])=[CH:6][C:5]([F:9])=[C:4]([F:10])[C:3]=1[OH:11].C(=O)([O-])[O-].[K+].[K+].Br[CH2:19][CH2:20][CH2:21][CH3:22].O>C(C(C)=O)C.[Br-].C([N+](CCCC)(CCCC)CCCC)CCC>[CH2:19]([O:11][C:3]1[C:2]([F:1])=[C:7]([F:8])[CH:6]=[C:5]([F:9])[C:4]=1[F:10])[CH2:20][CH2:21][CH3:22] |f:1.2.3,7.8|. Reported procedure: To 20.0 g of 2,3,5,6-tetrafluorophenol (1) dissolved in 100 mL of methyl ethyl ketone (MEK) there were added 18.3 g of potassium carbonate, 4.26 g of tetrabutylammonium bromide (TBAB) and 18.1 g of bromobutane dissolved in 50 mL of MEK, with heating under reflux for 4 hours. After cooling and addition of water, the organic layer was separated and the aqueous layer was extracted with diethyl ether. The organic layers were combined, were washed with saturated brine, and were then dried over anhydr... The reactants are ClC1=C(C#N)C(=CC(=N1)NC1=NNC(=C1)C)C1=CC=C(C=C1)OC (2-chloro-6-(5-methyl-1H-pyrazol-3-ylamino)-4-(4-methoxyphenyl)nicotinonitrile), ClC1=C(OCCN)C=CC=C1 (2-(2-chlorophenoxy)ethylamine), C(O)([O-])=O.[Na+] (sodium hydrogencarbonate), CS(=O)C (DMSO). Solvent: O (water). Conditions: temperature 100 celsius, time 27 hour. Product: Cl.ClC1=C(OCCNC2=C(C#N)C(=CC(=N2)NC2=NNC(=C2)C)C2=CC=C(C=C2)OC)C=CC=C1 (2-(2-(2-chlorophenoxy)ethylamino)-6-(5-methyl-1H-pyrazol-3-ylamino)-4-(4-methoxyphenyl)nicotinonitrile hydrochloride). Reaction SMILES: [Cl:1][C:2]1[N:9]=[C:8]([NH:10][C:11]2[CH:15]=[C:14]([CH3:16])[NH:13][N:12]=2)[CH:7]=[C:6]([C:17]2[CH:22]=[CH:21][C:20]([O:23][CH3:24])=[CH:19][CH:18]=2)[C:3]=1[C:4]#[N:5].[Cl:25][C:26]1[CH:35]=[CH:34][CH:33]=[CH:32][C:27]=1[O:28][CH2:29][CH2:30][NH2:31].C(=O)([O-])O.[Na+].CS(C)=O>O>[ClH:1].[Cl:25][C:26]1[CH:35]=[CH:34][CH:33]=[CH:32][C:27]=1[O:28][CH2:29][CH2:30][NH:31][C:2]1[N:9]=[C:8]([NH:10][C:11]2[CH:15]=[C:14]([CH3:16])[NH:13][N:12]=2)[CH:7]=[C:6]([C:17]2[CH:22]=[CH:21][C:20]([O:23][CH3:24])=[CH:19][CH:18]=2)[C:3]=1[C:4]#[N:5] |f:2.3,6.7|. Reported procedure: Compound C (200 mg, 589 mmol), 2-(2-chlorophenoxy)ethylamine (202 μl) and sodium hydrogencarbonate (495 mg) were added to DMSO (6 ml), and the mixture was stirred at 100° C. for 27 hr. After stirring, the reaction mixture was added to cold water, and the mixture was extracted with ethyl acetate. The organic layer was washed with saturated brine, and concentrated, and the residue was washed by suspending in ethyl acetate. This was converted to hydrochloride to give the object compound of 2-(2-(2-... Starting materials: CN(C)C(=O)Cl, c1ccncc1, Oc1ccc2c(C3CNCCN3c3ccncc3)noc2c1. The product is CN(C)C(=O)Oc1ccc2c(C3CNCCN3c3ccncc3)noc2c1. RXN SMILES: [CH3:23][N:24]([C:25](=[O:26])[Cl:27])[CH3:28].[cH:29]1[cH:30][cH:31][n:32][cH:33][cH:34]1.[n:1]1[cH:2][cH:3][c:4]([N:7]2[CH:8]([c:13]3[n:14][o:15][c:16]4[c:17]3[cH:18][cH:19][c:20]([OH:22])[cH:21]4)[CH2:9][NH:10][CH2:11][CH2:12]2)[cH:5][cH:6]1>>[n:1]1[cH:2][cH:3][c:4]([N:7]2[CH:8]([c:13]3[n:14][o:15][c:16]4[c:17]3[cH:18][cH:19][c:20]([O:22][C:25]([N:24]([CH3:23])[CH3:28])=[O:26])[cH:21]4)[CH2:9][NH:10][CH2:11][CH2:12]2)[cH:5][cH:6]1.